From a dataset of the Open Reaction Database (ORD), a public repository of structured organic reaction records. describe an organic reaction: reactants, conditions, products, and yield Starting materials: CC(C)Br, O=C([O-])[O-], COC(=O)C1(NC(=O)c2cccc(C)c2O)Cc2cccc3cccc(c23)C1, [Cs+], [Cs+], CN(C)C=O. Product: COC(=O)C1(NC(=O)c2cccc(C)c2OC(C)C)Cc2cccc3cccc(c23)C1. RXN SMILES: [Br:35][CH:36]([CH3:37])[CH3:38].[C:29](=[O:30])([O-:31])[O-:32].[CH3:1][O:2][C:3](=[O:4])[C:5]1([NH:18][C:19]([c:20]2[c:21]([OH:27])[c:22]([CH3:26])[cH:23][cH:24][cH:25]2)=[O:28])[CH2:6][c:7]2[cH:8][cH:9][cH:10][c:11]3[cH:12][cH:13][cH:14][c:15]([c:17]23)[CH2:16]1.[Cs+:33].[Cs+:34].[O:39]=[CH:40][N:41]([CH3:42])[CH3:43]>>[CH3:1][O:2][C:3](=[O:4])[C:5]1([NH:18][C:19]([c:20]2[c:21]([O:27][CH:36]([CH3:37])[CH3:38])[c:22]([CH3:26])[cH:23][cH:24][cH:25]2)=[O:28])[CH2:6][c:7]2[cH:8][cH:9][cH:10][c:11]3[cH:12][cH:13][cH:14][c:15]([c:17]23)[CH2:16]1. The reactants are [Si](O)(O)(O)O.N1=C(N)N=C(N)N=C1N (melamine silicate), C=O (formaldehyde), S(O)(O)(=O)=O (sulfuric acid). Conditions: time 37.5 minute. Yields the product [Si](O)(O)(O)O.N1=C(N)N=C(N)N=C1N.C=O (formaldehyde melamine silicate). Reaction SMILES: [Si:1]([OH:5])([OH:4])([OH:3])[OH:2].[N:6]1[C:13]([NH2:14])=[N:12][C:10]([NH2:11])=[N:9][C:7]=1[NH2:8].[CH2:15]=[O:16].S(=O)(=O)(O)O>>[Si:1]([OH:5])([OH:4])([OH:3])[OH:2].[N:6]1[C:13]([NH2:14])=[N:12][C:10]([NH2:11])=[N:9][C:7]=1[NH2:8].[CH2:15]=[O:16] |f:0.1,4.5.6|. Reported procedure: The said melamine silicate as produced in Example VII is added to about 2 mols of formaldehyde in an aqueous solution and dilute sulfuric acid is added until the pH is 4 to 5.5, then heated to 70° to 100° , while agitating, for 15 to 60 minutes, thereby producing a white, solid resin, poly (formaldehyde melamine silicate). The said resin is not soluble in acetic acid and is resistent to strong acids and alkalis. On heating, the said resin softens very little and is destroyed before it will melt.